describe an organic reaction: reactants, conditions, products, and yield From a dataset of the Open Reaction Database (ORD), a public repository of structured organic reaction records. RXN SMILES: [CH3:6][O:7][c:8]1[cH:9][cH:10][c:11](-[c:14]2[cH:15][cH:16][c:17]([OH:20])[n:18][n:19]2)[cH:12][cH:13]1.[OH2:21].[P:1]([Cl:2])([Cl:3])([Cl:4])=[O:5]>>[Cl:3][c:17]1[cH:16][cH:15][c:14](-[c:11]2[cH:10][cH:9][c:8]([O:7][CH3:6])[cH:13][cH:12]2)[n:19][n:18]1. Starting materials: COc1ccc(-c2ccc(O)nn2)cc1, O, O=P(Cl)(Cl)Cl. Yields the product COc1ccc(-c2ccc(Cl)nn2)cc1. The solvent is C(C)O (ethanol), O (water), O (water). Yield: 55.1%. Procedure: A solution of 9.4 g of alpha,2-dichloro-6-methyltoluene in 30 ml of 95% ethanol is treated with a solution of 3.8 g of potassium cyanide in 5 ml of water and heated at reflux for 6 hours. The crude product is isolated by pouring the cooled reaction mixture into water and filtering the precipitated solid. Recrystallization from aqueous ethanol gives 4.9 g of pure 2-chloro-6-methylphenylacetonitrile, mp 49°-51° C., in two crops. Reaction SMILES: Cl[CH2:2][C:3]1[C:8]([CH3:9])=[CH:7][CH:6]=[CH:5][C:4]=1[Cl:10].[C-:11]#[N:12].[K+]>C(O)C.O>[Cl:10][C:4]1[CH:5]=[CH:6][CH:7]=[C:8]([CH3:9])[C:3]=1[CH2:2][C:11]#[N:12] |f:1.2|. Reactants: ClCC1=C(C=CC=C1C)Cl (alpha,2-dichloro-6-methyltoluene), [C-]#N.[K+] (potassium cyanide). Yields the product ClC1=C(C(=CC=C1)C)CC#N (2-chloro-6-methylphenylacetonitrile).